From a dataset of the Open Reaction Database (ORD), a public repository of structured organic reaction records. describe an organic reaction: reactants, conditions, products, and yield Reactants: ClC1=NC(=NC(=N1)Cl)OC (2,4-dichloro-6-methoxy-1,3,5-triazine), Cl.ClC1=C(NC(=C1Cl)C)C(=O)NC1CCNCC1 (3,4-dichloro-5-methyl-N-piperidin-4-yl-1H-pyrrole-2-carboxamide hydrochloride), Cl.ClC1=C(NC(=C1Cl)C)C(=O)NC1CCNCC1 (3,4-dichloro-5-methyl-N-piperidin-4-yl-1H-pyrrole-2-carboxamide hydrochloride), TEA, resultant mixture. Solvent: O (water), CN(C)C=O (DMF), CN(C)C=O (DMF). Product: ClC1=C(NC(=C1Cl)C)C(=O)NC1CCN(CC1)C1=NC(=NC(=N1)Cl)OC (3,4-Dichloro-N-[1-(4-chloro-6-methoxy-1,3,5-triazin-2-yl)piperidin-4-yl]-5-methyl-1H-pyrrole-2-carboxamide). Reaction SMILES: Cl[C:2]1[N:7]=[C:6]([Cl:8])[N:5]=[C:4]([O:9][CH3:10])[N:3]=1.Cl.[Cl:12][C:13]1[C:17]([Cl:18])=[C:16]([CH3:19])[NH:15][C:14]=1[C:20]([NH:22][CH:23]1[CH2:28][CH2:27][NH:26][CH2:25][CH2:24]1)=[O:21]>CN(C=O)C.O>[Cl:12][C:13]1[C:17]([Cl:18])=[C:16]([CH3:19])[NH:15][C:14]=1[C:20]([NH:22][CH:23]1[CH2:28][CH2:27][N:26]([C:2]2[N:7]=[C:6]([Cl:8])[N:5]=[C:4]([O:9][CH3:10])[N:3]=2)[CH2:25][CH2:24]1)=[O:21] |f:1.2|. Reported procedure: A solution of 2,4-dichloro-6-methoxy-1,3,5-triazine (commercially available) (0.05 g, 0.32 mmol) in DMF (0.5 ml) was added to a solution of 3,4-dichloro-5-methyl-N-piperidin-4-yl-1H-pyrrole-2-carboxamide hydrochloride (Intermediate 1, 0.1 g, 0.32 mmol) and TEA (0.06 g, 0.64 mmol) in DMF (1.5 ml). The resultant mixture was stirred for 1 h at room temperature, then was diluted with water and extracted with EtOAc. During the aqueous workup, some of the product precipitated and was collected by suct... The reactants are C(C(=O)O)(=O)O (oxalic acid), O1[C@@H](C1)COC1=C2C=CNC2=CC=C1 ((S)-(+)-4-(oxiranylmethoxy)-1H-indole), N1CCC2(CC1)C=CC1=CC=CC=C12 (spiro[1H-indene-1,4'-piperidine]), CO (methanol). The solvent is C(C)(=O)OCC (ethyl acetate), C(C)(=O)OCC (ethyl acetate). Product: C(C(=O)O)(=O)O.N1C=CC2=C(C=CC=C12)OC[C@H](CN1CCC2(CC1)C=CC1=CC=CC=C12)O ((2S)-(-)-1-(4-indolyloxy)-3-(spiro[1H-indene-1,4'-piperidin]-1'-yl)-2-propanol ethanedioate). RXN SMILES: [O:1]1[CH2:3][C@H:2]1[CH2:4][O:5][C:6]1[CH:14]=[CH:13][CH:12]=[C:11]2[C:7]=1[CH:8]=[CH:9][NH:10]2.[NH:15]1[CH2:20][CH2:19][C:18]2([C:28]3[C:23](=[CH:24][CH:25]=[CH:26][CH:27]=3)[CH:22]=[CH:21]2)[CH2:17][CH2:16]1.[C:29]([OH:34])(=[O:33])[C:30]([OH:32])=[O:31].CO>C(OCC)(=O)C>[C:29]([OH:34])(=[O:33])[C:30]([OH:32])=[O:31].[NH:10]1[C:11]2[C:7](=[C:6]([O:5][CH2:4][C@@H:2]([OH:1])[CH2:3][N:15]3[CH2:20][CH2:19][C:18]4([C:28]5[C:23](=[CH:24][CH:25]=[CH:26][CH:27]=5)[CH:22]=[CH:21]4)[CH2:17][CH2:16]3)[CH:14]=[CH:13][CH:12]=2)[CH:8]=[CH:9]1 |f:5.6|. Procedure details: The title compound was prepared in similar fashion from (S)-(+)-4-(oxiranylmethoxy)-1H-indole and spiro[1H-indene-1,4'-piperidine]. The resulting free base was dissolved in ethyl acetate, and precipitated with one equivalent of oxalic acid in ethyl acetate in 80% overall yield. mp 119°-120°. FDMS m/e=374 (M+ of free base). α[D]589 =-5.51 (c=0.47, methanol). Starting materials: C(C)(C)(C)OC(=O)N1[C@@H](CC1)CO (1-t-butyloxycarbonyl-2-(S)-azetidinemethanol), CC1=NC=C(C=C1)O (2-methyl-5-hydroxypyridine), C1(=CC=CC=C1)P(C1=CC=CC=C1)C1=CC=CC=C1 (triphenylphosphine), CCOC(=O)/N=N/C(=O)OCC (DEAD). Run in C1CCOC1 (THF). Product: C(=O)(OC(C)(C)C)N1[C@@H](CC1)COC=1C=NC(=CC1)C (3-((1-BOC-2-(S)-azetidinyl)methoxy)-6-methylpyridine). As a reaction SMILES: [C:1]([O:5][C:6]([N:8]1[CH2:11][CH2:10][C@H:9]1[CH2:12][OH:13])=[O:7])([CH3:4])([CH3:3])[CH3:2].[CH3:14][C:15]1[CH:20]=[CH:19][C:18](O)=[CH:17][N:16]=1.C1(P(C2C=CC=CC=2)C2C=CC=CC=2)C=CC=CC=1.CCOC(/N=N/C(OCC)=O)=O>C1COCC1>[C:6]([N:8]1[CH2:11][CH2:10][C@H:9]1[CH2:12][O:13][C:18]1[CH:17]=[N:16][C:15]([CH3:14])=[CH:20][CH:19]=1)([O:5][C:1]([CH3:4])([CH3:3])[CH3:2])=[O:7]. Procedure details: A 3.74 g (20 mmol) sample of 1-t-butyloxycarbonyl-2-(S)-azetidinemethanol, prepared as in Example 7b above, and 3.27 g (30 mmol) of 2-methyl-5-hydroxypyridine were reacted with triphenylphosphine and DEAD (30 mmol each) in 100 mL of THF according to the procedure of Example 14a, to give the title compound. Reactants: C=CCOC(=O)Nc1cc(C)cc(CN(C(=O)OC(C)(C)C)c2cc(N3CCOCC3)cc(CSc3nnc(CC)s3)n2)c1, O=C(O)C(F)(F)F. The product is C=CCOC(=O)Nc1cc(C)cc(CNc2cc(N3CCOCC3)cc(CSc3nnc(CC)s3)n2)c1. Reaction SMILES: [C:1]([O:2][C:3](=[O:4])[N:8]([CH2:9][c:10]1[cH:11][c:12]([CH3:23])[cH:13][c:14]([NH:16][C:17](=[O:18])[O:19][CH2:20][CH:21]=[CH2:22])[cH:15]1)[c:24]1[n:25][c:26]([CH2:36][S:37][c:38]2[s:39][c:40]([CH2:43][CH3:44])[n:41][n:42]2)[cH:27][c:28]([N:30]2[CH2:31][CH2:32][O:33][CH2:34][CH2:35]2)[cH:29]1)([CH3:5])([CH3:6])[CH3:7].[OH:45][C:46]([C:47]([F:48])([F:49])[F:50])=[O:51]>>[NH:8]([CH2:9][c:10]1[cH:11][c:12]([CH3:23])[cH:13][c:14]([NH:16][C:17](=[O:18])[O:19][CH2:20][CH:21]=[CH2:22])[cH:15]1)[c:24]1[n:25][c:26]([CH2:36][S:37][c:38]2[s:39][c:40]([CH2:43][CH3:44])[n:41][n:42]2)[cH:27][c:28]([N:30]2[CH2:31][CH2:32][O:33][CH2:34][CH2:35]2)[cH:29]1. Starting materials: BrC1=CC(=C(C=C1)NC(OCC)=O)C(F)(F)F (ethyl 4-bromo-2-(trifluoromethyl)phenylcarbamate), C(C)(=O)O (acetic acid), ice water, [N+](=O)(O)[O-] (nitric acid). The reagents and catalysts are S(O)(O)(=O)=O (sulfuric acid). The solvent is C(C)(=O)OC(C)=O (acetic anhydride), C(C)(=O)OC(C)=O (acetic anhydride). Conditions: time 2.5 hour. Yields the product BrC1=CC(=C(C(=C1)C(F)(F)F)NC(OCC)=O)[N+](=O)[O-] (ethyl 4-bromo-2-nitro-6-(trifluoromethyl)phenylcarbamate). The yield is 61.0%. Reaction SMILES: [N+:1]([O-:4])(O)=[O:2].[Br:5][C:6]1[CH:11]=[CH:10][C:9]([NH:12][C:13](=[O:17])[O:14][CH2:15][CH3:16])=[C:8]([C:18]([F:21])([F:20])[F:19])[CH:7]=1.C(O)(=O)C>S(=O)(=O)(O)O.C(OC(=O)C)(=O)C>[Br:5][C:6]1[CH:7]=[C:8]([C:18]([F:20])([F:21])[F:19])[C:9]([NH:12][C:13](=[O:17])[O:14][CH2:15][CH3:16])=[C:10]([N+:1]([O-:4])=[O:2])[CH:11]=1. Procedure details: To acetic anhydride (10 ml) was added dropwise conc. nitric acid (d=1.42, 1.300 ml) during 10 minutes in an ice bath and added one drop of conc. sulfuric acid (96%). To this solution was added a solution of ethyl 4-bromo-2-(trifluoromethyl)phenylcarbamate in acetic anhydride (7 ml)/acetic acid (1 ml) during 30 minutes in an ice bath. After stirring for 2.5 hours, the reaction mixture was poured into ice-water, and the precipitated solid product was filtered. The resultant solid product was purif... Reactants: OCCN1C(=NC2=C1C=C(C=C2)Cl)CCNC(=O)OC(C)(C)C (1-(2-Hydroxyethyl)-2-(2-t-butoxycarbonylaminoethyl)-6-chlorobenzimidazole), C1(=CC=C(C=C1)S(=O)(=O)Cl)C (p-toluenesulfonyl chloride). Run in N1=CC=CC=C1 (pyridine). Product: C1(=CC=C(C=C1)S(=O)(=O)OCCN1C(=NC2=C1C=C(C=C2)Cl)CCNC(=O)OC(C)(C)C)C (1-(2-p-Toluenesulfonyloxyethyl)-2-(2-t-butoxycarbonylaminoethyl)-6-chlorobenzimidazole). Reaction SMILES: [OH:1][CH2:2][CH2:3][N:4]1[C:8]2[CH:9]=[C:10]([Cl:13])[CH:11]=[CH:12][C:7]=2[N:6]=[C:5]1[CH2:14][CH2:15][NH:16][C:17]([O:19][C:20]([CH3:23])([CH3:22])[CH3:21])=[O:18].[C:24]1([CH3:34])[CH:29]=[CH:28][C:27]([S:30](Cl)(=[O:32])=[O:31])=[CH:26][CH:25]=1>N1C=CC=CC=1>[C:24]1([CH3:34])[CH:29]=[CH:28][C:27]([S:30]([O:1][CH2:2][CH2:3][N:4]2[C:8]3[CH:9]=[C:10]([Cl:13])[CH:11]=[CH:12][C:7]=3[N:6]=[C:5]2[CH2:14][CH2:15][NH:16][C:17]([O:19][C:20]([CH3:23])([CH3:22])[CH3:21])=[O:18])(=[O:32])=[O:31])=[CH:26][CH:25]=1. Procedure details: A solution of 1.5 g. (4.6 mmole) of 1-(2-hydroxy ethyl)-2-(2-t-butoxycarbonylaminoethyl)-6-chlorobenzimidazole prepared in Step B. above and 1.0 g. (5.5 mmole) p-toluenesulfonyl chloride in 7.5 ml. of dry pyridine is heated at 50° C. for 2 hours. After cooling the reaction mixture is partitioned between dichloromethane and saturated sodium hydrogencarbonate solution. The organic extracts are dried with calcium sulfate and concentrated to remove solvent. The remaining pyridine is removed by azeot... Starting materials: ClC=C(C(C(C)C)(C)C)OC1=CC=CC=C1 (1-chloro-2-phenoxy-3,3,4-trimethyl-pent-1-ene), C(=O)O (formic acid), Cl (hydrochloric acid). Run in C(Cl)Cl (methylene chloride). The product is ClCC(C(C(C)C)(C)C)=O (1-chloro-3,3,4-trimethyl-pentan-2-one). Yield: 77.0%. Reaction SMILES: [Cl:1][CH:2]=[C:3]([O:10]C1C=CC=CC=1)[C:4]([CH3:9])([CH3:8])[CH:5]([CH3:7])[CH3:6].C(O)=O.Cl>C(Cl)Cl>[Cl:1][CH2:2][C:3](=[O:10])[C:4]([CH3:9])([CH3:8])[CH:5]([CH3:7])[CH3:6]. Reported procedure: 238 g (1 mol) of 1-chloro-2-phenoxy-3,3,4-trimethyl-pent-1-ene are stirred with 500 g of formic acid and 50 g of concentrated hydrochloric acid for 2 hours at 80° C. The mixture is diluted with methylene chloride, and is washed once with water and four times with dilute sodium hydroxide solution. After the mixture has been dried over sodium sulphate, the solvent is stripped off in vacuo, and the residue is distilled over a column. 125 to 135 g (77-83% of theory) of 1-chloro-3,3,4-trimethyl-penta... Starting materials: Cn1c(NCC2CC2)ncc(-c2ccc(OCc3ccccc3)c(F)c2)c1=O, O=C(O)C(F)(F)F. Product: Cn1c(NCC2CC2)ncc(-c2ccc(O)c(F)c2)c1=O. Reaction SMILES: [CH2:1]([c:2]1[cH:3][cH:4][cH:5][cH:6][cH:7]1)[O:8][c:9]1[c:10]([F:28])[cH:11][c:12](-[c:15]2[c:16](=[O:27])[n:17]([CH3:26])[c:18]([NH:21][CH2:22][CH:23]3[CH2:24][CH2:25]3)[n:19][cH:20]2)[cH:13][cH:14]1.[F:29][C:30]([F:31])([F:32])[C:33]([OH:34])=[O:35]>>[OH:8][c:9]1[c:10]([F:28])[cH:11][c:12](-[c:15]2[c:16](=[O:27])[n:17]([CH3:26])[c:18]([NH:21][CH2:22][CH:23]3[CH2:24][CH2:25]3)[n:19][cH:20]2)[cH:13][cH:14]1.